Dataset: the Open Reaction Database (ORD), a public repository of structured organic reaction records. Task: describe an organic reaction: reactants, conditions, products, and yield The reactants are C(CCC)[Li] (n-butyllithium), solution, FC=1C=C(CBr)C=CC1 (3-fluorobenzyl bromide), S1CSCCC1 (1,3-Dithiane), C1CCOC1 (THF), resultant solution. The solvent is CCCCCC (hexane). Reaction conditions: temperature 0 celsius, time 0.5 hour. Yields the product FC1=CC=C(C=C1)CC1SCCCS1 (2-(4-Fluorophenyl)methyl-1,3-dithiane). The yield is 94.0%. As a reaction SMILES: [S:1]1[CH2:6][CH2:5][CH2:4][S:3][CH2:2]1.[CH2:7]([Li])[CH2:8][CH2:9]C.[F:12]C1C=C(C=CC=1)CBr.[CH2:21]1[CH2:25]O[CH2:23][CH2:22]1>CCCCCC>[F:12][C:21]1[CH:25]=[CH:7][C:8]([CH2:9][CH:2]2[S:3][CH2:4][CH2:5][CH2:6][S:1]2)=[CH:23][CH:22]=1. Procedure details: 1,3-Dithiane (20 g, 166 mmol) was dissolved in 250 mL of anhydrous THF under a nitrogen atmosphere. The resultant solution was cooled to -78° C. and n-butyllithium (128 mL of a 1.5M solution of in hexane, 199 m mol) was added. The reaction mixture was warmed to 0° C. and then stirred at 0° C. for 0.5 h. The reaction mixture was recooled to -78° C. and 25 g (0.135 mol) of 3-fluorobenzyl bromide was added over a 15 minute period. The reaction mixture was stirred for 3 h at ambient temperature and ... Reactants: [NH4+].[Cl-] (NH4Cl), C[Al](C)C (trimethylaluminium), FC(OC1=CC=C(N)C=C1)(F)F (4-(trifluoromethoxy)aniline), C(C)OC(C1=CN=C(C(=C1)C#N)Cl)=O (6-chloro-5-cyanonicotinic acid ethyl ester). Solvent: CCOC(=O)C (EtOAc), C1(=CC=CC=C1)C (toluene), C1(=CC=CC=C1)C (toluene), C1(=CC=CC=C1)C (toluene). Conditions: temperature 25 celsius, time 30 minute. Product: ClC1=NC=C(C(=O)NC2=CC=C(C=C2)OC(F)(F)F)C=C1C#N (6-Chloro-5-cyano-N-(4-(trifluoromethoxy)phenyl)nicotinamide). RXN SMILES: C[Al](C)C.[F:5][C:6]([F:16])([F:15])[O:7][C:8]1[CH:14]=[CH:13][C:11]([NH2:12])=[CH:10][CH:9]=1.C([O:19][C:20](=O)[C:21]1[CH:26]=[C:25]([C:27]#[N:28])[C:24]([Cl:29])=[N:23][CH:22]=1)C.[NH4+].[Cl-]>C1(C)C=CC=CC=1.CCOC(C)=O>[Cl:29][C:24]1[C:25]([C:27]#[N:28])=[CH:26][C:21]([C:20]([NH:12][C:11]2[CH:13]=[CH:14][C:8]([O:7][C:6]([F:15])([F:16])[F:5])=[CH:9][CH:10]=2)=[O:19])=[CH:22][N:23]=1 |f:3.4|. Procedure details: A solution trimethylaluminium 2 M in toluene (20.77 mL, 41.5 mmol) was added to a stirred solution of 4-(trifluoromethoxy)aniline (2.247 mL, 16.62 mmol) in toluene (150 mL) under an argon atmosphere. After 30 min, a solution of 6-chloro-5-cyanonicotinic acid ethyl ester (3.5 g, 16.62 mmol) in toluene (10 mL) was added and the RM was stirred at 25° C. for 1 h. After cooling to 5° C., the RM was treated dropwise with a solution of sat. aq. NH4Cl (50 mL) and EtOAc (50 mL) was added. The mixture was... The reactants are C(CC1=CC=CC=C1)C1=CC=C(C=C1)C(C)=O (4'-phenethylacetophenone), C(=O)[O-].[NH4+] (ammonium formate), Cl (HCl). Run in O (water). Yields the product Cl.CNCC1=CC=C(C=C1)CCC1=CC=CC=C1 (Methyl-p-phenethylbenzylamine hydrochloride). Yield: 73.0%. RXN SMILES: [CH2:1]([C:9]1[CH:14]=[CH:13][C:12]([C:15](=O)C)=[CH:11][CH:10]=1)[CH2:2][C:3]1[CH:8]=[CH:7][CH:6]=[CH:5][CH:4]=1.[CH:18]([O-])=O.[NH4+:21].[ClH:22]>O>[ClH:22].[CH3:18][NH:21][CH2:15][C:12]1[CH:13]=[CH:14][C:9]([CH2:1][CH2:2][C:3]2[CH:8]=[CH:7][CH:6]=[CH:5][CH:4]=2)=[CH:10][CH:11]=1 |f:1.2,5.6|. Procedure: A mixture of 87.5 g (0.39 mole) of 4'-phenethylacetophenone, M.P. 67°-70° C., prepared according to R. E. Lutz et al., J. Org. Chem. 12, 617 (1947), and 98.5 g (1.56 mole) of ammonium formate is slowly heated to 150° C. with stirring. After the initial foaming has subsided the temperature of the heating bath is raised to 185°-190° C. for a period of 4 hours. Upon cooling, the mixture is treated with several portions of water. To the residue is added 75 ml of concentrated HCl. The mixture is refl... Reactants: [Cl-].ClC1=CC=C(C[NH2+]CCCl)C=C1 (N-(4-chlorobenzyl)-N-(2-chloroethyl)ammonium chloride), C(#N)C1=CC(=C(C=C1)N=C=S)CC (4-cyano-2-ethylphenyl isothiocyanate). Product: C(#N)C1=CC(=C(C=C1)N=C1SCCN1CC1=CC=C(C=C1)Cl)CC (2-(4-cyano-2-ethylphenylimino)-3-(4-chlorobenzyl)-1,3-thiazolidine). As a reaction SMILES: [Cl-].[Cl:2][C:3]1[CH:13]=[CH:12][C:6]([CH2:7][NH2+:8][CH2:9][CH2:10]Cl)=[CH:5][CH:4]=1.[C:14]([C:16]1[CH:21]=[CH:20][C:19]([N:22]=[C:23]=[S:24])=[C:18]([CH2:25][CH3:26])[CH:17]=1)#[N:15]>>[C:14]([C:16]1[CH:21]=[CH:20][C:19]([N:22]=[C:23]2[N:8]([CH2:7][C:6]3[CH:12]=[CH:13][C:3]([Cl:2])=[CH:4][CH:5]=3)[CH2:9][CH2:10][S:24]2)=[C:18]([CH2:25][CH3:26])[CH:17]=1)#[N:15] |f:0.1|. Procedure: 2-Hydroxyethylamine was reacted with 4-chlorobenzyl bromide according to Method B2a to give N-(4-chlorobenzyl)-N-(2-hydroxyethyl)amine. The alcohol was reacted with SOCl2 according to Method B7c to give N-(4-chlorobenzyl)-N-(2-chloroethyl)ammonium chloride. The chloroethylamine was reacted with 4-cyano-2-ethylphenyl isothiocyanate to give 2-(4-cyano-2-ethylphenylimino)-3-(4-chlorobenzyl)-1,3-thiazolidine. Starting materials: O=C1Nc2ccc(Br)cc2C1=O, CC(C)N(CCCl)C(C)C, Cl. Yields the product CC(C)N(CCN1C(=O)C(=O)c2cc(Br)ccc21)C(C)C. RXN SMILES: [Br:1][c:2]1[cH:3][c:4]2[c:8]([cH:9][cH:10]1)[NH:7][C:6](=[O:11])[C:5]2=[O:12].[CH:14]([CH3:15])([CH3:16])[N:17]([CH2:18][CH2:19][Cl:20])[CH:21]([CH3:22])[CH3:23].[ClH:13]>>[Br:1][c:2]1[cH:3][c:4]2[c:8]([cH:9][cH:10]1)[N:7]([CH2:19][CH2:18][N:17]([CH:14]([CH3:15])[CH3:16])[CH:21]([CH3:22])[CH3:23])[C:6](=[O:11])[C:5]2=[O:12]. The reactants are O=C(C=1C=NC=C(Br)C1)C, [Zn].O=S(O)C(C)C. Reagents/catalysts: OOC(C)(C)C. The solvent is O, O(C=1C=CC=CC1)C. Run at temperature 50 celsius, time 18 hour. Yields the product O=C(C1=CN=C(C(Br)=C1)C(C)C)C. The yield is 41.0%. Reactants: aqueous solution, [OH-].[Na+] (sodium hydroxide), resultant mixture, COC1=C2CCC(=CC2=C(C=C1)OC)C(=O)OCC (Ethyl 3,4-dihydro-5,8-dimethoxy-2-naphthoate). Run in C(C)O (ethanol). Product: COC1=C2CCC(=CC2=C(C=C1)OC)C(=O)O (3,4-Dihydro-5,8-dimethoxy-2-naphthoic acid). Reaction SMILES: [CH3:1][O:2][C:3]1[CH:12]=[CH:11][C:10]([O:13][CH3:14])=[C:9]2[C:4]=1[CH2:5][CH2:6][C:7]([C:15]([O:17]CC)=[O:16])=[CH:8]2.[OH-].[Na+]>C(O)C>[CH3:1][O:2][C:3]1[CH:12]=[CH:11][C:10]([O:13][CH3:14])=[C:9]2[C:4]=1[CH2:5][CH2:6][C:7]([C:15]([OH:17])=[O:16])=[CH:8]2 |f:1.2|. Reported procedure: Ethyl 3,4-dihydro-5,8-dimethoxy-2-naphthoate (7.50 g, 28.6 mmole) is added to a mixture of ethanol (50 ml) and a 2 N aqueous solution of sodium hydroxide (25 ml), and the resultant mixture is boiled for 5 hours. After completion of the reaction, the reaction mixture is concentrated to the one-fourth of the amount, diluted with water (50 ml) and washed with ether (100 ml×2). The aqueous layer is made acidic with conc. hydrochloric acid, and the precipitated white solid is collected by filtration ... The reactants are C(CCC)C1=NC2=C(N1CC1=CC=C(C=C1)C=1C(=CC=CC1)C(=O)OC)C=CC(=C2)C(C(C)CC(=O)O)=O (methyl 4'-[(2-n-butyl-5-(2-carboxymethyl-propionyl)-benzimidazol-1-yl)-methyl]biphenyl-2-carboxylate), [OH-].[Na+].C(C)O (sodium hydroxide ethanol). The product is C(CCC)C1=NC2=C(N1CC1=CC=C(C=C1)C=1C(=CC=CC1)C(=O)O)C=CC(=C2)C(C(C)CC(=O)O)=O (4'-[(2-n-Butyl-5-(2-carboxymethyl-propionyl)-benzimidazol-1-yl)-methyl]biphenyl-2-carboxylic Acid). RXN SMILES: [CH2:1]([C:5]1[N:9]([CH2:10][C:11]2[CH:16]=[CH:15][C:14]([C:17]3[C:18]([C:23]([O:25]C)=[O:24])=[CH:19][CH:20]=[CH:21][CH:22]=3)=[CH:13][CH:12]=2)[C:8]2[CH:27]=[CH:28][C:29]([C:31](=[O:38])[CH:32]([CH2:34][C:35]([OH:37])=[O:36])[CH3:33])=[CH:30][C:7]=2[N:6]=1)[CH2:2][CH2:3][CH3:4].[OH-].[Na+].C(O)C>>[CH2:1]([C:5]1[N:9]([CH2:10][C:11]2[CH:16]=[CH:15][C:14]([C:17]3[C:18]([C:23]([OH:25])=[O:24])=[CH:19][CH:20]=[CH:21][CH:22]=3)=[CH:13][CH:12]=2)[C:8]2[CH:27]=[CH:28][C:29]([C:31](=[O:38])[CH:32]([CH2:34][C:35]([OH:37])=[O:36])[CH3:33])=[CH:30][C:7]=2[N:6]=1)[CH2:2][CH2:3][CH3:4] |f:1.2.3|. Reported procedure: Prepared in analogous manner to Example 72 from methyl 4'-[(2-n-butyl-5-(2-carboxymethyl-propionyl)-benzimidazol-1-yl)-methyl]biphenyl-2-carboxylate and aquous sodium hydroxide/ethanol.